Task: describe an organic reaction: reactants, conditions, products, and yield. Dataset: the Open Reaction Database (ORD), a public repository of structured organic reaction records Starting materials: [H-].[Na+] (sodium hydride), C1(=CC=CC=C1)C(C1=CC=CC=C1)OC(=O)C12C(=CC3C2(CC2C(CCC2C1(C3)C=O)C)COC31OC2C(O3)OC(C2O)C1O[Si](C)(C)C(C)(C)C)C(C)C (8a-[[[6-(hydroxy)tetrahydro-7-t-butyldimethylsilyloxy-2,5-methanofuro[2,3-d]-1,3-dioxol-2-yl]oxy]methyl]-4-formyl-4,4a,5,6,7,7a,8,8a-octahydro-7-methyl-3-(1-methylethyl)-1,4-methano-s-indacene-3a(1H)-carboxylic acid diphenylmethyl ester), BrCC=C(C)C (4-bromo-2-methyl2-butene). Run in CN(C=O)C (dimethylformamide). Conditions: time 15 minute. Yields the product C1(=CC=CC=C1)C(C1=CC=CC=C1)OC(=O)C12C(=CC3C2(CC2C(CCC2C1(C3)C=O)C)COC31OC2C(O3)OC(C2OCC=C(C)C)C1O[Si](C)(C)C(C)(C)C)C(C)C (8a-[[[6-(3-methyl-2-butenyloxy)tetrahydro-7-t-butyldimethylsilyloxy-2,5-methanofuro[2,3-d]-1,3-dioxol-2-yl]oxy]methyl]-4-formyl-4,4a,5,6,7,7a,8,8a-octahydro-7-methyl-3-(1-methylethyl)-1,4-methano-s-indacene-3a(1H)-carboxylic acid diphenylmethyl ester). Reaction SMILES: [C:1]1([CH:7]([O:14][C:15]([C:17]23[C:28]4([CH:30]=[O:31])[CH2:29][CH:20]([C:21]2([CH2:33][O:34][C:35]25[CH:44]([O:45][Si:46]([C:49]([CH3:52])([CH3:51])[CH3:50])([CH3:48])[CH3:47])[CH:41]6[CH:42]([OH:43])[CH:37]([CH:38]([O:40]6)[O:39]2)[O:36]5)[CH2:22][CH:23]2[CH:27]4[CH2:26][CH2:25][CH:24]2[CH3:32])[CH:19]=[C:18]3[CH:53]([CH3:55])[CH3:54])=[O:16])[C:8]2[CH:13]=[CH:12][CH:11]=[CH:10][CH:9]=2)[CH:6]=[CH:5][CH:4]=[CH:3][CH:2]=1.[H-].[Na+].Br[CH2:59][CH:60]=[C:61]([CH3:63])[CH3:62]>CN(C)C=O>[C:1]1([CH:7]([O:14][C:15]([C:17]23[C:28]4([CH:30]=[O:31])[CH2:29][CH:20]([C:21]2([CH2:33][O:34][C:35]25[CH:44]([O:45][Si:46]([C:49]([CH3:52])([CH3:51])[CH3:50])([CH3:48])[CH3:47])[CH:41]6[CH:42]([O:43][CH2:59][CH:60]=[C:61]([CH3:63])[CH3:62])[CH:37]([CH:38]([O:40]6)[O:39]2)[O:36]5)[CH2:22][CH:23]2[CH:27]4[CH2:26][CH2:25][CH:24]2[CH3:32])[CH:19]=[C:18]3[CH:53]([CH3:55])[CH3:54])=[O:16])[C:8]2[CH:9]=[CH:10][CH:11]=[CH:12][CH:13]=2)[CH:6]=[CH:5][CH:4]=[CH:3][CH:2]=1 |f:1.2|. Procedure details: 50 mg of compound (6) was dissolved in 0.4 ml of dry dimethylformamide under a nitrogen atmosphere and mixed with about 5 mg of sodium hydride under cooling with ice. After 15 minutes, 37.4 ml of 4-bromo-2-methyl2-butene was added, and the reaction solution was stirred under cooling with ice for 50 minutes. The reaction solution was allowed to react at room temperature for another 20 minutes under stirring. Then, the reaction solution was charged onto a silica gel column (Kieselgel 60, Merck, 1.... Reactants: C(C)N=C=O (EtNCO), BrC=1C=C(C=NC1)N (5-bromo-pyridin-3-ylamine), C(C)N=C=O (EtNCO). The solvent is COCCOC (DME). Conditions: temperature 60 celsius. Product: BrC=1C=C(C=NC1)NC(=O)NCC (1-(5-Bromo-pyridin-3-yl)-3-ethyl-urea). Yield: 90.1%. Reaction SMILES: [CH2:1]([N:3]=[C:4]=[O:5])[CH3:2].[Br:6][C:7]1[CH:8]=[C:9]([NH2:13])[CH:10]=[N:11][CH:12]=1>COCCOC>[Br:6][C:7]1[CH:8]=[C:9]([NH:13][C:4]([NH:3][CH2:1][CH3:2])=[O:5])[CH:10]=[N:11][CH:12]=1. Reported procedure: A mixture of EtNCO (1.6 ml, 20 mmol) and 5-bromo-pyridin-3-ylamine (1.73 g, 10 mmol) in DME (10 ml) was stirred and heated at 60° C. under N2. After 2 hours another aliquot of EtNCO (1.6 ml, 20 mmol) was added and the mixture was stirred at 60° C. for a further 16 hours. After cooling to RT the mixture was evaporated. The residue was triturated with EtOAc. The solid was collected by filtration and dried under vacuum to give the title compound (2.2 g) as a colourless solid. 1H NMR (400 MHz, DMSO-... Yields the product FC(C=1C=CC(=NC1)NC1=CC=C(C=C1)OC(N(C1=CC=CC=C1)C)=O)(F)F (Methyl-phenyl-carbamic acid 4-(5-trifluoromethyl-pyridin-2-ylamino)-phenyl ester). Reaction SMILES: [F:1][C:2]([F:18])([F:17])[C:3]1[CH:4]=[CH:5][C:6]([NH:9][C:10]2[CH:15]=[CH:14][C:13]([OH:16])=[CH:12][CH:11]=2)=[N:7][CH:8]=1.[CH3:19][N:20]([C:24]1[CH:29]=[CH:28][CH:27]=[CH:26][CH:25]=1)[C:21](Cl)=[O:22]>>[F:18][C:2]([F:1])([F:17])[C:3]1[CH:4]=[CH:5][C:6]([NH:9][C:10]2[CH:11]=[CH:12][C:13]([O:16][C:21](=[O:22])[N:20]([CH3:19])[C:24]3[CH:29]=[CH:28][CH:27]=[CH:26][CH:25]=3)=[CH:14][CH:15]=2)=[N:7][CH:8]=1. Procedure details: The title compound was prepared from 4-(5-trifluoromethyl-pyridin-2-ylamino)-phenol and N-methyl-N-phenylcarbamoyl chloride. The crude product was purified by preparative HPLC to give the title product (32%, white crystals). HPLC-MS m/z=388.2 (M+1), Rt: 4.72 min. δH(300 MHz; CDCl3): 3.44 (s, 3H), 6.76 (d, 1H), 6.81 (bs, 1H), 7.12 (d, 2H), 7.27-7.45 (m, 6H), 7.63 (dd, 1H), 8.42 (bs, 1H). The reactants are FC(C=1C=CC(=NC1)NC1=CC=C(C=C1)O)(F)F (4-(5-trifluoromethyl-pyridin-2-ylamino)-phenol), CN(C(=O)Cl)C1=CC=CC=C1 (N-methyl-N-phenylcarbamoyl chloride). Yield: 32.0%. The reactants are S(=O)([O-])[O-].[Na+].[Na+] (sodium sulfite), COC(C1=C(C=CC(=C1)OC)N1N=C(C2=C1C(N(CC2)C2=CC=C(C=C2)I)=O)C(F)(F)F)=O (2-[6-(4-Iodo-phenyl)-7-oxo-3-trifluoromethyl-4,5,6,7-tetrahydro-pyrazolo[3,4-c]pyridin-1-yl]-5-methoxy-benzoic acid methyl ester), ClC1=CC(=CC=C1)C(=O)OO (meta-chloroperbenzoic acid), CSC1=C(C=CC=C1)B(O)O (2-(methylthio)phenylboronic acid), C([O-])([O-])=O.[Na+].[Na+] (sodium carbonate), starch potassium iodide. The reagents and catalysts are Cl[Pd]([P](C1=CC=CC=C1)(C2=CC=CC=C2)C3=CC=CC=C3)([P](C4=CC=CC=C4)(C5=CC=CC=C5)C6=CC=CC=C6)Cl (bis(triphenylphosphine)palladium(II) chloride), [Br-].C(CCC)[N+](CCCC)(CCCC)CCCC (tetrabutylammonium bromide). Run in O (water). Yields the product COC(C1=C(C=CC(=C1)OC)N1N=C(C2=C1C(N(CC2)C2=CC=C(C=C2)C2=C(C=CC=C2)S(=O)(=O)C)=O)C(F)(F)F)=O (2-[6-(2′-methanesulfonyl-biphenyl-4-yl)-7-oxo-3-trifluoromethyl-4,5,6,7-tetrahydro-pyrazolo[3,4-c]pyridin-1-yl]-5-methoxy-benzoic acid methyl ester). Yield: 81.0%. RXN SMILES: [CH3:1][O:2][C:3](=[O:33])[C:4]1[CH:9]=[C:8]([O:10][CH3:11])[CH:7]=[CH:6][C:5]=1[N:12]1[C:16]2[C:17](=[O:28])[N:18]([C:21]3[CH:26]=[CH:25][C:24](I)=[CH:23][CH:22]=3)[CH2:19][CH2:20][C:15]=2[C:14]([C:29]([F:32])([F:31])[F:30])=[N:13]1.[CH3:34]SC1C=CC=CC=1B(O)O.C(=O)([O-])[O-].[Na+].[Na+].Cl[C:52]1[CH:57]=[CH:56][CH:55]=[C:54](C(OO)=O)[CH:53]=1.[S:62]([O-:65])([O-])=[O:63].[Na+].[Na+]>[Br-].C([N+](CCCC)(CCCC)CCCC)CCC.Cl[Pd](Cl)([P](C1C=CC=CC=1)(C1C=CC=CC=1)C1C=CC=CC=1)[P](C1C=CC=CC=1)(C1C=CC=CC=1)C1C=CC=CC=1.O>[CH3:1][O:2][C:3](=[O:33])[C:4]1[CH:9]=[C:8]([O:10][CH3:11])[CH:7]=[CH:6][C:5]=1[N:12]1[C:16]2[C:17](=[O:28])[N:18]([C:21]3[CH:26]=[CH:25][C:24]([C:53]4[CH:54]=[CH:55][CH:56]=[CH:57][C:52]=4[S:62]([CH3:34])(=[O:65])=[O:63])=[CH:23][CH:22]=3)[CH2:19][CH2:20][C:15]=2[C:14]([C:29]([F:32])([F:31])[F:30])=[N:13]1 |f:2.3.4,6.7.8,9.10,^1:88,107|. Procedure details: Part B: 2-[6-(4-Iodo-phenyl)-7-oxo-3-trifluoromethyl-4,5,6,7-tetrahydro-pyrazolo[3,4-c]pyridin-1-yl]-5-methoxy-benzoic acid methyl ester (2.00 g, 3.50 mmol), 2-(methylthio)phenylboronic acid (647 mg, 3.85 mmol), bis(triphenylphosphine)palladium(II) chloride (122 mg, 0.175 mmol), tetrabutylammonium bromide (56 mg, 0.175 mmol), and sodium carbonate (1.11 g, 10.5 mmol) were combined, the flask purged with argon and degassed benzene (50 mL) and water (5 mL) were added. The flask was heated to reflux... Starting materials: CC(C(=O)NC1C(=O)N(C)c2ccccc2-c2ccccc21)C(=O)OC(C)(C)C, ClCCl, O=C(O)C(F)(F)F. The product is CC(C(=O)O)C(=O)NC1C(=O)N(C)c2ccccc2-c2ccccc21. Reaction SMILES: [C:8]([CH3:9])([CH3:10])([CH3:11])[O:12][C:13]([CH:14]([C:15](=[O:16])[NH:17][CH:18]1[c:19]2[c:20]([cH:31][cH:32][cH:33][cH:34]2)-[c:21]2[c:22]([cH:27][cH:28][cH:29][cH:30]2)[N:23]([CH3:26])[C:24]1=[O:25])[CH3:35])=[O:36].[Cl:37][CH2:38][Cl:39].[F:1][C:2]([F:3])([F:4])[C:5]([OH:6])=[O:7]>>[O:12]=[C:13]([CH:14]([C:15](=[O:16])[NH:17][CH:18]1[c:19]2[c:20]([cH:31][cH:32][cH:33][cH:34]2)-[c:21]2[c:22]([cH:27][cH:28][cH:29][cH:30]2)[N:23]([CH3:26])[C:24]1=[O:25])[CH3:35])[OH:36]. Reactants: FC(S(=O)(=O)OC=1N=C2C(=CNC2=CC1)C1CCN(CC1)C)(F)F (O-Trifluoromethanesulfonyl-3-(1-methylpiperidin-4-yl)-5-hydroxy-4-aza-1H-indole), C(C)(C)(C)OC(=O)N1C(=NC2=C1C=CC=C2)Cl (1-t-butyloxycarbonyl-2-chlorobenzimidazole). Reaction SMILES: FC(F)(F)S(O[C:7]1[N:8]=[C:9]2[C:13](=[CH:14][CH:15]=1)[NH:12][CH:11]=[C:10]2[CH:16]1[CH2:21][CH2:20][N:19]([CH3:22])[CH2:18][CH2:17]1)(=O)=O.C(OC([N:32]1[C:36]2[CH:37]=[CH:38][CH:39]=[CH:40][C:35]=2[N:34]=[C:33]1Cl)=O)(C)(C)C>>[N:32]1[C:36]2[CH:37]=[CH:38][CH:39]=[CH:40][C:35]=2[NH:34][C:33]=1[C:7]1[N:8]=[C:9]2[C:13](=[CH:14][CH:15]=1)[NH:12][CH:11]=[C:10]2[CH:16]1[CH2:21][CH2:20][N:19]([CH3:22])[CH2:18][CH2:17]1. Product: N1=C(NC2=C1C=CC=C2)C=2N=C1C(=CNC1=CC2)C2CCN(CC2)C (5-(Benzimidazol-2-yl)-3-(1-Methylpiperidin-4-yl)-4-Aza-1H-Indole). Procedure: O-Trifluoromethanesulfonyl-3-(1-methylpiperidin-4-yl)-5-hydroxy-4-aza-1H-indole (150 mg, 0.413 mmol) and 1-t-butyloxycarbonyl-2-chlorobenzimidazole (104 mg, 0.413 mmol) were converted to the title compound by the procedure of Example 7 except that after chromatography there was a mixture of protected and de-protected products. Therefore, 80 mg of the mixture was dissolved in 20 mL of dichloromethane and 1 mL of trifluoroacetic acid was added. The mixture was stirred for 2 hours and then taken up... Starting materials: CO, CON=Cc1cc(C(=O)OC)cc(Cl)c1N, [Na+], [OH-]. The product is CON=Cc1cc(C(=O)O)cc(Cl)c1N. Reaction SMILES: [CH3:17][OH:18].[NH2:1][c:2]1[c:3]([Cl:16])[cH:4][c:5]([C:6](=[O:7])[O:8][CH3:9])[cH:10][c:11]1[CH:12]=[N:13][O:14][CH3:15].[Na+:20].[OH-:19]>>[NH2:1][c:2]1[c:3]([Cl:16])[cH:4][c:5]([C:6](=[O:7])[OH:8])[cH:10][c:11]1[CH:12]=[N:13][O:14][CH3:15].